This data is from the Open Reaction Database (ORD), a public repository of structured organic reaction records. The task is: describe an organic reaction: reactants, conditions, products, and yield Reactants: C(C1=CC=CC=C1)Br (benzyl bromide), C(C)(=O)[C@]1([C@]([C@]([C@@](O1)(N1C=NC=2C(=O)NC(N)=NC12)C(C)=O)(O)C(C)=O)(O)C(C)=O)CO (Tetraacetylguanosine), Cl (hydrochloric acid). The solvent is C(C)#N (acetonitrile). Reaction conditions: temperature 50 celsius, time 17 hour. The product is Cl.Cl.C(C1=CC=CC=C1)N1C=NC=2N=C(NC(C12)=O)N (7-Benzylguanine Dihydrochloride). Yield: 57.4%. As a reaction SMILES: C([C@]1(CO)O[C@@](C(=O)C)([N:9]2[C:19]3[N:18]=[C:16]([NH2:17])[NH:15][C:13](=[O:14])[C:12]=3[N:11]=[CH:10]2)[C@](C(=O)C)(O)[C@]1(C(=O)C)O)(=O)C.[CH2:33](Br)[C:34]1[CH:39]=[CH:38][CH:37]=[CH:36][CH:35]=1.[ClH:41]>C(#N)C>[ClH:41].[ClH:41].[CH2:33]([N:11]1[C:12]2[C:13](=[O:14])[NH:15][C:16]([NH2:17])=[N:18][C:19]=2[N:9]=[CH:10]1)[C:34]1[CH:39]=[CH:38][CH:37]=[CH:36][CH:35]=1 |f:4.5.6|. Procedure details: Tetraacetylguanosine (0.904 g, 2.00 mmols) was dissolved in 2 ml of acetonitrile, and 0.59 ml (2.48 equivalents) of benzyl bromide were added thereto. The reaction was conducted at 50° C. for 17 hours. After it was identified through HPLC that the starting material disappeared, 5 ml (29.6 equivalents) of conc. hydrochloric acid were added to the reaction solution, and the mixture was stirred at 50° C. for 3 hours. Then, the reaction solution turned black, and the gray solid was precipitated. The... Reactants: ONC(C1=CC=C(C=C1)S(N)(=O)=O)=N (N-hydroxy-4-sulfamoyl-benzamidine), ClC1=CC=C(C=C1)C1=NC(=NC(=C1)C(F)(F)F)C(=O)O (4-(4-chloro-phenyl)-6-trifluoromethyl-pyrimidine-2-carboxylic acid). The product is ClC1=CC=C(C=C1)C1=NC(=NC(=C1)C(F)(F)F)C1=NC(=NO1)C1=CC=C(C=C1)S(=O)(=O)N (4-{5-[4-(4-Chloro-phenyl)-6-trifluoromethyl-pyrimidin-2-yl]-[1,2,4]oxadiazol-3-yl}-benzenesulfonamide), solid. Yield: 16.0%. Reaction SMILES: [OH:1][NH:2][C:3](=[NH:14])[C:4]1[CH:9]=[CH:8][C:7]([S:10](=[O:13])(=[O:12])[NH2:11])=[CH:6][CH:5]=1.[Cl:15][C:16]1[CH:21]=[CH:20][C:19]([C:22]2[CH:27]=[C:26]([C:28]([F:31])([F:30])[F:29])[N:25]=[C:24]([C:32](O)=O)[N:23]=2)=[CH:18][CH:17]=1>>[Cl:15][C:16]1[CH:17]=[CH:18][C:19]([C:22]2[CH:27]=[C:26]([C:28]([F:30])([F:29])[F:31])[N:25]=[C:24]([C:32]3[O:1][N:2]=[C:3]([C:4]4[CH:9]=[CH:8][C:7]([S:10]([NH2:11])(=[O:12])=[O:13])=[CH:6][CH:5]=4)[N:14]=3)[N:23]=2)=[CH:20][CH:21]=1. Procedure: The title compound was prepared from N-hydroxy-4-sulfamoyl-benzamidine [CAS-No. 4476-10-2] (0.16 g, 0.75 mmol) and 4-(4-chloro-phenyl)-6-trifluoromethyl-pyrimidine-2-carboxylic acid (example D.1) (0.15 g, 0.5 mmol) according to the general procedure V. Obtained as a white solid (0.038 g, 16%). MS (ISN) 480.1 [(M−H)−]; mp 289.5° C. The reactants are CC1=CC=CC(=N1)[Sn](CCCC)(CCCC)CCCC (6-methyl-2-tributylstannylpyridine), ClC=1N=NC(=CC1)C1=NC=CC=C1 (3-chloro-6-(pyridin-2-yl)pyridazine). Reagents/catalysts: C=1C=CC(=CC1)[P](C=2C=CC=CC2)(C=3C=CC=CC3)[Pd]([P](C=4C=CC=CC4)(C=5C=CC=CC5)C=6C=CC=CC6)([P](C=7C=CC=CC7)(C=8C=CC=CC8)C=9C=CC=CC9)[P](C=1C=CC=CC1)(C=1C=CC=CC1)C=1C=CC=CC1 (tetrakis(triphenylphosphine)palladium(0)). Solvent: C1(=CC=CC=C1)C (toluene). Product: CC1=CC=CC(=N1)C=1N=NC(=CC1)C1=NC=CC=C1 (3-(6-methylpyridin-2-yl)-6-(pyridin-2-yl)-pyridazine). RXN SMILES: [CH3:1][C:2]1[N:7]=[C:6]([Sn](CCCC)(CCCC)CCCC)[CH:5]=[CH:4][CH:3]=1.Cl[C:22]1[N:23]=[N:24][C:25]([C:28]2[CH:33]=[CH:32][CH:31]=[CH:30][N:29]=2)=[CH:26][CH:27]=1>C1C=CC([P]([Pd]([P](C2C=CC=CC=2)(C2C=CC=CC=2)C2C=CC=CC=2)([P](C2C=CC=CC=2)(C2C=CC=CC=2)C2C=CC=CC=2)[P](C2C=CC=CC=2)(C2C=CC=CC=2)C2C=CC=CC=2)(C2C=CC=CC=2)C2C=CC=CC=2)=CC=1.C1(C)C=CC=CC=1>[CH3:1][C:2]1[N:7]=[C:6]([C:22]2[N:23]=[N:24][C:25]([C:28]3[CH:33]=[CH:32][CH:31]=[CH:30][N:29]=3)=[CH:26][CH:27]=2)[CH:5]=[CH:4][CH:3]=1 |^1:37,39,58,77|. Procedure: The 3-(6-methylpyridin-2-yl)-6-(pyridin-2-yl)pyridazine 44 was prepared according to the general Stille coupling method, starting from a mixture of 2 g (5.23 mmol) of 6-methyl-2-tributylstannylpyridine 22, 666 mg (3.49 mmol) of 3-chloro-6-(pyridin-2-yl)pyridazine 8a, 208 mg (0.18 mmol) of tetrakis(triphenylphosphine)palladium(0) and 50 ml of freshly distilled toluene. The reaction medium is stirred at reflux for 18 h. The residue obtained is chromatographed on silica gel (eluent: ethyl acetate/p...